This data is from the Open Reaction Database (ORD), a public repository of structured organic reaction records. The task is: describe an organic reaction: reactants, conditions, products, and yield Starting materials: ClC=1C(=CC2=C(NC(CC(=N2)C2=CC(=CC=C2)N2N=NC=C2CO)=O)C1)N(C)C(C)C (8-chloro-4-[3-(5-hydroxymethyl-[1,2,3]triazol-1-yl)-phenyl]-7-(isopropyl-methyl-amino)-1,3-dihydro-benzo[b][1,4]diazepin-2-one), S(=O)(Cl)Cl (thionylchloride), [Cl-] (chloride), C(C(C)C)NC (N-isobutylmethylamine). Run in ClCCl (dichloromethane), CN(C)C=O (DMF). Product: ClC=1C(=CC2=C(NC(CC(=N2)C2=CC(=CC=C2)N2N=NC=C2CN(C)CC(C)C)=O)C1)N(C)C(C)C (8-Chloro-4-(3-{5-[(isobutyl-methyl-amino)-methyl]-[1,2,3]triazol-1-yl}-phenyl)-7-(isopropyl-methyl-amino)-1,3-dihydro-benzo[b][1,4]diazepin-2-one), solid. The yield is 75.0%. Reaction SMILES: [Cl:1][C:2]1[C:3]([N:27]([CH:29]([CH3:31])[CH3:30])[CH3:28])=[CH:4][C:5]2[N:11]=[C:10]([C:12]3[CH:17]=[CH:16][CH:15]=[C:14]([N:18]4[C:22]([CH2:23]O)=[CH:21][N:20]=[N:19]4)[CH:13]=3)[CH2:9][C:8](=[O:25])[NH:7][C:6]=2[CH:26]=1.S(Cl)(Cl)=O.[Cl-].[CH2:37]([NH:41][CH3:42])[CH:38]([CH3:40])[CH3:39]>ClCCl.CN(C=O)C>[Cl:1][C:2]1[C:3]([N:27]([CH:29]([CH3:30])[CH3:31])[CH3:28])=[CH:4][C:5]2[N:11]=[C:10]([C:12]3[CH:17]=[CH:16][CH:15]=[C:14]([N:18]4[C:22]([CH2:23][N:41]([CH2:37][CH:38]([CH3:40])[CH3:39])[CH3:42])=[CH:21][N:20]=[N:19]4)[CH:13]=3)[CH2:9][C:8](=[O:25])[NH:7][C:6]=2[CH:26]=1. Procedure details: The title compound was prepared from 8-chloro-4-[3-(5-hydroxymethyl-[1,2,3]triazol-1-yl)-phenyl]-7-(isopropyl-methyl-amino)-1,3-dihydro-benzo[b][1,4]diazepin-2-one (Example 96) (220 mg, 0.50 mmol) by reaction with thionylchloride in dichloromethane and subsequent treatment of the corresponding chloride with N-isobutylmethylamine in DMF according to the method described in Example 45. Obtained as a light yellow solid (190 mg, 75%). Reactants: CCc1nc2c(F)ccc(OCC(=O)OC)c2c(OC(F)F)c1Cc1ccc(S(C)(=O)=O)cc1, CO, CC(=O)O, [Li+], [OH-], O. The product is CCc1nc2c(F)ccc(OCC(=O)O)c2c(OC(F)F)c1Cc1ccc(S(C)(=O)=O)cc1. RXN SMILES: [CH3:1][O:2][C:3]([CH2:4][O:5][c:6]1[c:7]2[c:8]([O:30][CH:31]([F:32])[F:33])[c:9]([CH2:19][c:20]3[cH:21][cH:22][c:23]([S:26](=[O:27])(=[O:28])[CH3:29])[cH:24][cH:25]3)[c:10]([CH2:17][CH3:18])[n:11][c:12]2[c:13]([F:16])[cH:14][cH:15]1)=[O:34].[CH3:35][OH:36].[CH3:40][C:41](=[O:42])[OH:43].[Li+:37].[OH-:38].[OH2:39]>>[O:2]=[C:3]([CH2:4][O:5][c:6]1[c:7]2[c:8]([O:30][CH:31]([F:32])[F:33])[c:9]([CH2:19][c:20]3[cH:21][cH:22][c:23]([S:26](=[O:27])(=[O:28])[CH3:29])[cH:24][cH:25]3)[c:10]([CH2:17][CH3:18])[n:11][c:12]2[c:13]([F:16])[cH:14][cH:15]1)[OH:34].